From a dataset of the Open Reaction Database (ORD), a public repository of structured organic reaction records. describe an organic reaction: reactants, conditions, products, and yield Reactants: Cn1ccnc1CBr (Imidazole), CC(C)(C)OC(=O)N1CCN(CC1)c2ccc(NC(=O)c3oc(cc3)c4ccc(cc4)C#N)cc2 (p-CN Core). Reagents/catalysts: O=S(=O)(O)O (H2SO4), CCN=P(N=P(N(C)C)(N(C)C)N(C)C)(N(C)C)N(C)C (P2-Et). Run in COCCOCCOC (diglyme), CN(C)C=O (DMF), CN(C)C=O (DMF), CN(C)C=O (DMF). Run at temperature 23 celsius, time 20 hour. Product: Cn1ccnc1CN(C(=O)c2oc(cc2)c3ccc(cc3)C#N)c4ccc(cc4)N5CCNCC5 (MK2_Alk_17), CC(C)(C)OC(=O)N1CCN(CC1)c2ccc(NC(=O)c3oc(cc3)c4ccc(cc4)C#N)cc2 (p-CN Core), CC(C)(C)OC(=O)N1CCN(CC1)c2ccc(NC(=O)c3oc(cc3)c4ccc(cc4)C#N)cc2 (MK2_Core_CN). Yield: 50.0%. Procedure details: The title compound, a colorless oil, is prepared from 1-alpha-methylbenzyloxy-2,2,6,6-tetramethylpiperidine-4-one and butylamine according to the procedure given in Example 35 except that acetonitrile is substituted for tetrahydrofuran and the molecular sieves are omitted. RXN SMILES: [CH3:1][CH:2]([O:9][N:10]1[C:15]([CH3:17])([CH3:16])[CH2:14][C:13](=O)[CH2:12][C:11]1([CH3:20])[CH3:19])[C:3]1[CH:8]=[CH:7][CH:6]=[CH:5][CH:4]=1.[CH2:21]([NH2:25])[CH2:22][CH2:23][CH3:24]>>[CH3:1][CH:2]([O:9][N:10]1[C:15]([CH3:17])([CH3:16])[CH2:14][CH:13]([NH:25][CH2:21][CH2:22][CH2:23][CH3:24])[CH2:12][C:11]1([CH3:20])[CH3:19])[C:3]1[CH:8]=[CH:7][CH:6]=[CH:5][CH:4]=1. Reactants: CC(C1=CC=CC=C1)ON1C(CC(CC1(C)C)=O)(C)C (1-alpha-methylbenzyloxy-2,2,6,6-tetramethylpiperidine-4-one), C(CCC)N (butylamine). The product is CC(C1=CC=CC=C1)ON1C(CC(CC1(C)C)NCCCC)(C)C (1-alpha-Methylbenzyloxy-4-(n-butylamino)-2,2,6,6-tetramethylpiperidine). The reactants are O=C(n1ccnc1)n1ccnc1, C1CCOC1, CNOC, Cl, COc1cn(-c2cc(I)ccc2F)nc(C(=O)O)c1=O, CN(C)C=O. Yields the product COc1cn(-c2cc(I)ccc2F)nc(C(=O)N(C)OC)c1=O. RXN SMILES: [C:21]([n:22]1[cH:23][cH:24][n:25][cH:26]1)([n:27]1[cH:28][cH:29][n:30][cH:31]1)=[O:32].[CH2:43]1[O:44][CH2:45][CH2:46][CH2:47]1.[CH3:39][NH:40][O:41][CH3:42].[ClH:38].[F:1][c:2]1[c:3](-[n:9]2[n:10][c:11]([C:18](=[O:19])[OH:20])[c:12](=[O:17])[c:13]([O:15][CH3:16])[cH:14]2)[cH:4][c:5]([I:8])[cH:6][cH:7]1.[O:33]=[CH:34][N:35]([CH3:36])[CH3:37]>>[F:1][c:2]1[c:3](-[n:9]2[n:10][c:11]([C:18](=[O:20])[N:40]([CH3:39])[O:41][CH3:42])[c:12](=[O:17])[c:13]([O:15][CH3:16])[cH:14]2)[cH:4][c:5]([I:8])[cH:6][cH:7]1. Reactants: N1C=C(C2=CC=CC=C12)C=O (1H-indole-3-carboxaldehyde), CS(=O)(=O)Cl (methanesulfonyl chloride), C(C)(C)N(CC)C(C)C (diisopropylethylamine), C(O)([O-])=O.[Na+] (sodium hydrogencarbonate). Solvent: C(Cl)Cl (methylene chloride). Reaction conditions: time 8 hour. Yields the product CS(=O)(=O)N1C=C(C2=CC=CC=C12)C=O (1-(methanesulfonyl)-1H-indole-3-carboxaldehyde). Isolated yield 90.9%. Reaction SMILES: [NH:1]1[C:9]2[C:4](=[CH:5][CH:6]=[CH:7][CH:8]=2)[C:3]([CH:10]=[O:11])=[CH:2]1.[CH3:12][S:13](Cl)(=[O:15])=[O:14].C(N(C(C)C)CC)(C)C.C(=O)([O-])O.[Na+]>C(Cl)Cl>[CH3:12][S:13]([N:1]1[C:9]2[C:4](=[CH:5][CH:6]=[CH:7][CH:8]=2)[C:3]([CH:10]=[O:11])=[CH:2]1)(=[O:15])=[O:14] |f:3.4|. Procedure: A solution of 1H-indole-3-carboxaldehyde (2.90 g, 20.0 mmol) in methylene chloride (40 mL) was added with methanesulfonyl chloride (1.86 mL, 24.0 mmol) and diisopropylethylamine (3.10 g, 24.0 mmol), and the mixture was stirred overnight at room temperature. The reaction mixture was added with saturated aqueous sodium hydrogencarbonate to terminate the reaction, and then extracted three times with methylene chloride. The organic layer was dried over anhydrous magnesium sulfate, then the solvent w... Starting materials: CNC(=O)CCN(CCOC)c1nc(Cl)ncc1Br, O=C([O-])[O-], [Cs+], [Cs+], C1COCCO1, O=C(C=Cc1ccccc1)C=Cc1ccccc1, O=C(C=Cc1ccccc1)C=Cc1ccccc1, O=C(C=Cc1ccccc1)C=Cc1ccccc1, [Pd], [Pd]. Product: COCCN1CCC(=O)N(C)c2cnc(Cl)nc21. RXN SMILES: [Br:1][c:2]1[c:3]([N:9]([CH2:10][CH2:11][C:12](=[O:13])[NH:14][CH3:15])[CH2:16][CH2:17][O:18][CH3:19])[n:4][c:5]([Cl:8])[n:6][cH:7]1.[C:20](=[O:21])([O-:22])[O-:23].[Cs+:24].[Cs+:25].[O:26]1[CH2:27][CH2:28][O:29][CH2:30][CH2:31]1.[O:34]=[C:35]([CH:36]=[CH:37][c:38]1[cH:39][cH:40][cH:41][cH:42][cH:43]1)[CH:44]=[CH:45][c:46]1[cH:47][cH:48][cH:49][cH:50][cH:51]1.[O:52]=[C:53]([CH:54]=[CH:55][c:56]1[cH:57][cH:58][cH:59][cH:60][cH:61]1)[CH:62]=[CH:63][c:64]1[cH:65][cH:66][cH:67][cH:68][cH:69]1.[O:70]=[C:71]([CH:72]=[CH:73][c:74]1[cH:75][cH:76][cH:77][cH:78][cH:79]1)[CH:80]=[CH:81][c:82]1[cH:83][cH:84][cH:85][cH:86][cH:87]1.[Pd:32].[Pd:33]>>[c:2]12[c:3]([n:4][c:5]([Cl:8])[n:6][cH:7]1)[N:9]([CH2:16][CH2:17][O:18][CH3:19])[CH2:10][CH2:11][C:12](=[O:13])[N:14]2[CH3:15]. Starting materials: FC(C(=O)O)(F)F (trifluoroacetic acid), [H-].[Na+] (sodium hydride), IC (iodomethane), C(CCC)OC(=O)CCCCN (N-butyloxycarbonylbutylamine). Run in CN(C)C=O (DMF), ClCCl (dichloromethane). Reaction conditions: time 30 minute. Yields the product FC(C(=O)O)(F)F.C(CCC)NC (Butyl-methylamine Trifluoroacetic Acid Salt). As a reaction SMILES: C(OC([CH2:8][CH2:9][CH2:10][CH2:11][NH2:12])=O)CCC.[H-].[Na+].IC.[F:17][C:18]([F:23])([F:22])[C:19]([OH:21])=[O:20]>CN(C=O)C.ClCCl>[F:17][C:18]([F:23])([F:22])[C:19]([OH:21])=[O:20].[CH2:11]([NH:12][CH3:18])[CH2:10][CH2:9][CH3:8] |f:1.2,7.8|. Procedure details: N-butyloxycarbonylbutylamine (140 mg, 0.80 mmole) was dissolved in DMF (8 ml), and sodium hydride (NaH, 20 mg, 1 eq. wt.) and iodomethane (0.10 ml, 2 eq. wt.) were added thereto. The reaction mixture was stirred for 30 minutes at room temperature and filtered through celite bed and then concentrated under reduced pressure to remove the solvent. The residue was diluted with ethyl acetate, washed with 0.5N aqueous hydrochloric acid solution, dried over anhydrous magnesium sulfate and filtered. The... The reactants are BrCCO (2-bromo-1-ethanol), N1=CC=C(C=C1)C (4-picoline). The solvent is C(C)O (ethanol). Reaction conditions: temperature 50 celsius. Yields the product [Br-].OCC[N+]1=CC=C(C=C1)C (N-(2-hydroxyethyl)-4-picolinium bromide). The yield is 34.0%. Reaction SMILES: [Br:1][CH2:2][CH2:3][OH:4].[N:5]1[CH:10]=[CH:9][C:8]([CH3:11])=[CH:7][CH:6]=1>C(O)C>[Br-:1].[OH:4][CH2:3][CH2:2][N+:5]1[CH:10]=[CH:9][C:8]([CH3:11])=[CH:7][CH:6]=1 |f:3.4|. Reported procedure: In a 3-neck, round-bottomed flask flushed with nitrogen, 2-bromo-1-ethanol (40.01 mmol), 4-picoline (43.57 mmol) and absolute ethanol (16 mL) were combined and heated for 3.5 hours at 50° C. under nitrogen with stirring. The reaction was stopped and the contents of the flask were transferred to a one-neck round-bottomed flask. The solvent was removed under vacuum and the residue was washed with diethyl ether (4×100 ml) and any remaining solvent was removed under vacuum. The product was obtained ... Starting materials: CCOC(=O)c1c(NC(=O)C2C(C)(C)C2(C)C)sc2c1CCCC2, CC(C)N. Yields the product CC(C)NC(=O)c1c(NC(=O)C2C(C)(C)C2(C)C)sc2c1CCCC2. Reaction SMILES: [CH3:1][C:2]1([CH3:24])[CH:3]([C:7](=[O:8])[NH:9][c:10]2[s:11][c:12]3[c:13]([c:14]2[C:15](=[O:16])[O:17][CH2:18][CH3:19])[CH2:20][CH2:21][CH2:22][CH2:23]3)[C:4]1([CH3:5])[CH3:6].[CH3:25][CH:26]([CH3:27])[NH2:28]>>[CH3:1][C:2]1([CH3:24])[CH:3]([C:7](=[O:8])[NH:9][c:10]2[s:11][c:12]3[c:13]([c:14]2[C:15](=[O:16])[NH:28][CH:26]([CH3:25])[CH3:27])[CH2:20][CH2:21][CH2:22][CH2:23]3)[C:4]1([CH3:5])[CH3:6]. The reactants are NC1=NC(=C(C(=N1)N)C1=C(C=C(C=C1)Cl)Cl)C=O (2,4-Diamino-5-(2,4-dichlorophenyl)pyrimidine-6-carboxaldehyde), [Mn](=O)(=O)(=O)[O-].[K+] (potassium permanganate). Product: NC1=NC(=C(C(=N1)N)C1=C(C=C(C=C1)Cl)Cl)C(=O)O (2.4-Diamino-5-(2,4-dichlorophenyl)pyrimidine-6-carboxylic Acid). RXN SMILES: [NH2:1][C:2]1[N:7]=[C:6]([NH2:8])[C:5]([C:9]2[CH:14]=[CH:13][C:12]([Cl:15])=[CH:11][C:10]=2[Cl:16])=[C:4]([CH:17]=[O:18])[N:3]=1.[Mn]([O-])(=O)(=O)=[O:20].[K+]>>[NH2:1][C:2]1[N:7]=[C:6]([NH2:8])[C:5]([C:9]2[CH:14]=[CH:13][C:12]([Cl:15])=[CH:11][C:10]=2[Cl:16])=[C:4]([C:17]([OH:20])=[O:18])[N:3]=1 |f:1.2|. Reported procedure: This compound was prepared from the compound of Example 46 reaction with potassium permanganate, mp. 227° C.